From a dataset of the Open Reaction Database (ORD), a public repository of structured organic reaction records. describe an organic reaction: reactants, conditions, products, and yield The reactants are FC=1C=CC=2N3C4=C(C=C(C=C4C2C1)O)C(C(=C3)CC=3C=NC=CC3)=O (10-fluoro-2-hydroxy-5-(3-pyridylmethyl)-4H-pyrido[3,2,1-jk]carbazole-4-one), CCCC(=O)Cl (n-butyryl chloride). Run in N1=CC=CC=C1 (pyridine). Conditions: time 50 minute. The product is C(CCC)(=O)OC=1C=C2C=3C=C(C=CC3N3C2=C(C1)C(C(=C3)CC=3C=NC=CC3)=O)F (2-butyryloxy-10-fluoro-5-(3-pyridylmethyl)-4H-pyrido[3,2,1-jk]carbazole-4-one). Isolated yield 70.0%. RXN SMILES: [F:1][C:2]1[CH:3]=[CH:4][C:5]2[N:6]3[CH:18]=[C:17]([CH2:19][C:20]4[CH:21]=[N:22][CH:23]=[CH:24][CH:25]=4)[C:16](=[O:26])[C:8]4[CH:9]=[C:10]([OH:15])[CH:11]=[C:12]([C:13]=2[CH:14]=1)[C:7]3=4.[CH3:27][CH2:28][CH2:29][C:30](Cl)=[O:31]>N1C=CC=CC=1>[C:30]([O:15][C:10]1[CH:11]=[C:12]2[C:7]3=[C:8]([C:16](=[O:26])[C:17]([CH2:19][C:20]4[CH:21]=[N:22][CH:23]=[CH:24][CH:25]=4)=[CH:18][N:6]3[C:5]3[CH:4]=[CH:3][C:2]([F:1])=[CH:14][C:13]2=3)[CH:9]=1)(=[O:31])[CH2:29][CH2:28][CH3:27]. Procedure details: 10-fluoro-2-hydroxy-5-(3-pyridylmethyl)-4H-pyrido[3,2,1-jk]carbazole-4-one (150 mg) produced in Example 236 was suspended in pyridine (12 ml), and n-butyryl chloride (74 μl) was added dropwise to the suspension in an ice bath. After stirring for 50 minutes, the solvent was evaporated under reduced pressure. The residue was washed with ether to obtain the title compound (126 mg, 70%). The reactants are CN1CCSCC1 (N-methylthiomorpholine), CS(=O)(=O)O (methanesulfonic acid), C1CS1 (ethylene sulfide). Run in O (water). Run at temperature 65 celsius. The product is CS(=O)(=O)[O-].C[N+]1(CCSCC1)CCS (N- methyl-N-(2-mercaptoethyl)-thiomorpholinium methanesulfonate). The yield is 86.0%. RXN SMILES: [CH3:1][N:2]1[CH2:7][CH2:6][S:5][CH2:4][CH2:3]1.[CH3:8][S:9]([OH:12])(=[O:11])=[O:10].[CH2:13]1[S:15][CH2:14]1>O>[CH3:8][S:9]([O-:12])(=[O:11])=[O:10].[CH3:1][N+:2]1([CH2:13][CH2:14][SH:15])[CH2:7][CH2:6][S:5][CH2:4][CH2:3]1 |f:4.5|. Procedure: To precooled (ice bath) N-methylthiomorpholine* (500 g, 42.7 mmol) was added methanesulfonic acid (1.47 mL, 20.5 mmol) and ethylene sulfide (1.30 mL, 21.4 mmol). The mixture was heated at 65° C. for 24 h and diluted with water (25 mL). The aqueous solution was washed with diethyl ether (3×25 mL), pumped under vacuum and poured over a silica gel reverse phase column; the title compound being eluted with water. The appropriate fractions were combined and evaporated to afford the thiol as an oil (4... Starting materials: Br, CN1CCN(c2ccccc2N)CC1, Br[Cu]Br, O=N[O-], [Na+], [Na+], [OH-], O. Yields the product CN1CCN(c2ccccc2Br)CC1. Reaction SMILES: [BrH:21].[CH3:1][N:2]1[CH2:3][CH2:4][N:5]([c:8]2[c:9]([NH2:10])[cH:11][cH:12][cH:13][cH:14]2)[CH2:6][CH2:7]1.[Cu:23]([Br:24])[Br:25].[N:15]([O-:16])=[O:17].[Na+:18].[Na+:20].[OH-:19].[OH2:22]>>[CH3:1][N:2]1[CH2:3][CH2:4][N:5]([c:8]2[c:9]([Br:21])[cH:11][cH:12][cH:13][cH:14]2)[CH2:6][CH2:7]1. Starting materials: solution, C(#C)C=1C=C(N)C=CC1 (3-ethynylaniline), solution, COC=1C=C2C(NC=NC2=CC1)=O (6-methoxy-3H-quinazolin-4-one), C1(=CC=CC=C1)P(C1=CC=CC=C1)C1=CC=CC=C1 (triphenylphosphine), C(Cl)(Cl)(Cl)Cl (carbon tetrachloride). Run in C(C)(C)(C)O (t-butanol), ClCCCl (1,2-dichloroethane). Reaction conditions: temperature 60 celsius, time 21 hour. Yields the product Cl.C(#C)C=1C=C(C=CC1)NC1=NC=NC2=CC=C(C=C12)OC ((3-Ethynyl-phenyl)-(6-methoxy-quinazolin-4-yl)-amine Hydrochloride). The yield is 73.0%. RXN SMILES: [CH3:1][O:2][C:3]1[CH:4]=[C:5]2[C:10](=[CH:11][CH:12]=1)[N:9]=[CH:8][NH:7][C:6]2=O.C1(P(C2C=CC=CC=2)C2C=CC=CC=2)C=CC=CC=1.C(Cl)(Cl)(Cl)[Cl:34].[C:38]([C:40]1[CH:41]=[C:42]([CH:44]=[CH:45][CH:46]=1)[NH2:43])#[CH:39]>ClCCCl.C(O)(C)(C)C>[ClH:34].[C:38]([C:40]1[CH:41]=[C:42]([NH:43][C:6]2[C:5]3[C:10](=[CH:11][CH:12]=[C:3]([O:2][CH3:1])[CH:4]=3)[N:9]=[CH:8][N:7]=2)[CH:44]=[CH:45][CH:46]=1)#[CH:39] |f:6.7|. Procedure: A 25 mM solution of 6-methoxy-3H-quinazolin-4-one in 1,2-dichloroethane was added to polymer-supported triphenylphosphine (from Fluka, about 3 mmol P/g polymer; 2.5 mol equiv) and carbon tetrachloride (100 mole equiv). The reaction mixture was heated, with shaking, at 60° C. for 21 hours, cooled to 22° C., and a 30 mM solution of the 3-ethynylaniline (1.5 mole equiv) in t-butanol was added. The resulting mixture was then heated, with shaking, at 60° C. for 18 hours followed by cooling to 22° C. ... Starting materials: CC(=O)NCC1(c2ccc(S(=O)(=O)Nc3nnc(C(C)C)s3)cc2)CCCCC1, Cl. The product is CC(C)c1nnc(NS(=O)(=O)c2ccc(C3(CN)CCCCC3)cc2)s1, Cl. As a reaction SMILES: [CH:1]([CH3:2])([CH3:3])[c:4]1[n:5][n:6][c:7]([NH:9][S:10](=[O:11])(=[O:12])[c:13]2[cH:14][cH:15][c:16]([C:19]3([CH2:25][NH:26][C:27](=[O:28])[CH3:29])[CH2:20][CH2:21][CH2:22][CH2:23][CH2:24]3)[cH:17][cH:18]2)[s:8]1.[ClH:30]>>[CH:1]([CH3:2])([CH3:3])[c:4]1[n:5][n:6][c:7]([NH:9][S:10](=[O:11])(=[O:12])[c:13]2[cH:14][cH:15][c:16]([C:19]3([CH2:25][NH2:26])[CH2:20][CH2:21][CH2:22][CH2:23][CH2:24]3)[cH:17][cH:18]2)[s:8]1.[ClH:30]. Starting materials: O=C(O)CCC(=O)c1ccc(Br)s1, N#CCC(=O)O, O=C(n1ccnc1)n1ccnc1, C1CCOC1. Yields the product N#CCC(=O)CCC(=O)c1ccc(Br)s1. As a reaction SMILES: [Br:7][c:8]1[cH:9][cH:10][c:11]([C:13]([CH2:14][CH2:15][C:16]([OH:17])=[O:18])=[O:19])[s:12]1.[C:1](#[N:2])[CH2:3][C:4](=[O:5])[OH:6].[C:20]([n:21]1[cH:22][cH:23][n:24][cH:25]1)([n:26]1[cH:27][cH:28][n:29][cH:30]1)=[O:31].[CH2:32]1[O:33][CH2:34][CH2:35][CH2:36]1>>[C:1](#[N:2])[CH2:3][C:4](=[O:6])[CH2:15][CH2:14][C:13]([c:11]1[cH:10][cH:9][c:8]([Br:7])[s:12]1)=[O:19]. Starting materials: ClCCCS(=O)(=O)C1=CC=CC=2C(C(=C(OC21)C2=CC=CC=C2)C)=O (8-(3-Chloropropylsulfonyl)-3-methyl-4-oxo-2-phenyl-4H-1-benzopyran), COC1=C(C=CC=C1)N1CCNCC1 (1-(2-methoxyphenyl)-piperazine), O (water). Solvent: CN(C=O)C (dimethylformamide). Product: Cl.COC1=C(C=CC=C1)N1CCN(CC1)CCCS(=O)(=O)C1=CC=CC=2C(C(=C(OC21)C2=CC=CC=C2)C)=O (8-{3-[4-(2-Methoxyphenyl)-1-piperazinyl]-propylsulfonyl}-3-methyl-4-oxo-2-phenyl-4H-1-benzopyran hydrochloride). Reaction SMILES: [Cl:1][CH2:2][CH2:3][CH2:4][S:5]([C:8]1[C:17]2[O:16][C:15]([C:18]3[CH:23]=[CH:22][CH:21]=[CH:20][CH:19]=3)=[C:14]([CH3:24])[C:13](=[O:25])[C:12]=2[CH:11]=[CH:10][CH:9]=1)(=[O:7])=[O:6].[CH3:26][O:27][C:28]1[CH:33]=[CH:32][CH:31]=[CH:30][C:29]=1[N:34]1[CH2:39][CH2:38][NH:37][CH2:36][CH2:35]1.O>CN(C)C=O>[ClH:1].[CH3:26][O:27][C:28]1[CH:33]=[CH:32][CH:31]=[CH:30][C:29]=1[N:34]1[CH2:39][CH2:38][N:37]([CH2:2][CH2:3][CH2:4][S:5]([C:8]2[C:17]3[O:16][C:15]([C:18]4[CH:23]=[CH:22][CH:21]=[CH:20][CH:19]=4)=[C:14]([CH3:24])[C:13](=[O:25])[C:12]=3[CH:11]=[CH:10][CH:9]=2)(=[O:7])=[O:6])[CH2:36][CH2:35]1 |f:4.5|. Reported procedure: A solution of 3.8 g of Intermediate XXXV and 4 g of 1-(2-methoxyphenyl)-piperazine in 40 ml of dimethylformamide was heated at 60° C. for 7 hours. After cooling to 20°-25° C., the reaction mixture was poured into 500 ml of water and extracted with dichloromethane. The organic extracts were washed with water and dried on anhydrous sodium sulfate, and the solvent was then evaporated off in vacuo. The residue was purified by flash chromatography on silica gel, eluting with ethyl acetate: petroleum ... The reactants are BrBr (bromine), CC1=CC=C(C=C1)C1=C(C=CC=C1)[N+](=O)[O-] (4-Methyl-2'-nitrobiphenyl), solution. Run in C(Cl)(Cl)(Cl)Cl (CCl4), C(Cl)(Cl)(Cl)Cl (CCl4). Product: [N+](=O)([O-])C1=C(C=CC=C1)C1=CC=C(C=C1)CBr ((2'-Nitrobiphenyl-4-yl)methyl bromide). Isolated yield 90.0%. Reaction SMILES: [CH3:1][C:2]1[CH:7]=[CH:6][C:5]([C:8]2[CH:13]=[CH:12][CH:11]=[CH:10][C:9]=2[N+:14]([O-:16])=[O:15])=[CH:4][CH:3]=1.[Br:17]Br>C(Cl)(Cl)(Cl)Cl>[N+:14]([C:9]1[CH:10]=[CH:11][CH:12]=[CH:13][C:8]=1[C:5]1[CH:4]=[CH:3][C:2]([CH2:1][Br:17])=[CH:7][CH:6]=1)([O-:16])=[O:15]. Reported procedure: 4-Methyl-2'-nitrobiphenyl (from Step A) (2.173 g, 10.2 mmol) was dissolved in CCl4 (100 mL) and heated to reflux with stirring. To this was added a bromine solution [prepared by diluting 11.2 ml (11.2 mmole) of commercial 1.0M solution in CCl14 to a final volume of 40 mL with CCl4 ] dropwise while a 100 W lamp was used to irradiate the refluxing reaction mixture. After completion of addition, the solution was cooled to room temperature, volatiles were removed, and the residue was flash chromatog... The reactants are COC=1C=C2CC(CC2=CC1OC)N (5,6-Dimethoxy-2-indanylamine), C([O-])(O)=O.[Na+] (sodium bicarbonate), ClCC(=O)N (chloroacetamide). Run in C(C)O (ethanol). Yields the product COC=1C=C2CC(CC2=CC1OC)NCC(=O)N (2-(5,6-dimethoxy-2-indanylamino)acetamide). RXN SMILES: [CH3:1][O:2][C:3]1[CH:4]=[C:5]2[C:9](=[CH:10][C:11]=1[O:12][CH3:13])[CH2:8][CH:7]([NH2:14])[CH2:6]2.C(=O)(O)[O-].[Na+].Cl[CH2:21][C:22]([NH2:24])=[O:23]>C(O)C>[CH3:13][O:12][C:11]1[CH:10]=[C:9]2[C:5](=[CH:4][C:3]=1[O:2][CH3:1])[CH2:6][CH:7]([NH:14][CH2:21][C:22]([NH2:24])=[O:23])[CH2:8]2 |f:1.2|. Reported procedure: 5,6-Dimethoxy-2-indanylamine (0.024 moles, 4.6 g) and sodium bicarbonate (0.026 moles, 2.2 g) are added to a solution of chloroacetamide (0.024 moles, 2.2 g) in absolute ethanol (100 ml) and refluxed for 10 hours. The mixture is filtered at r.t. and the solution is evaporated to dryness. The resulting oil is chromatographed under medium pressure through silica gel (eluent: methylene chloride/methanol=90/10) Yield: 1.95 g (32.7%)--m.p.=135-138° C. Starting materials: S(=O)(Cl)Cl (Thionyl chloride), C1(=CC=CC=C1)C=1C=C(C2=CC=CC=C2C1)CO (3-phenyl-1-naphthalenemethanol). The solvent is C(Cl)(Cl)Cl (chloroform). Reaction conditions: time 15 hour. The product is ClCC1=CC(=CC2=CC=CC=C12)C1=CC=CC=C1 (1-Chloromethyl-3-phenylnaphthalene). As a reaction SMILES: S(Cl)([Cl:3])=O.[C:5]1([C:11]2[CH:12]=[C:13]([CH2:21]O)[C:14]3[C:19]([CH:20]=2)=[CH:18][CH:17]=[CH:16][CH:15]=3)[CH:10]=[CH:9][CH:8]=[CH:7][CH:6]=1>C(Cl)(Cl)Cl>[Cl:3][CH2:21][C:13]1[C:14]2[C:19](=[CH:18][CH:17]=[CH:16][CH:15]=2)[CH:20]=[C:11]([C:5]2[CH:10]=[CH:9][CH:8]=[CH:7][CH:6]=2)[CH:12]=1. Procedure details: Thionyl chloride (0.78 cc) is added in the course of 10 minutes to a stirred solution, cooled beforehand to 0° C., of 3-phenyl-1-naphthalenemethanol (1 g) in chloroform (20 cc), and the temperature is then allowed to rise to room temperature (approximately 20° C.). The mixture is stirred for 15 hours at this temperature and the solvent evaporated under reduced pressure. 1-Chloromethyl-3-phenylnaphthalene (1.1 g) is obtained, the proton NMR spectrum of which, in deuterated chloroform, shows the f...